Dataset: the Open Reaction Database (ORD), a public repository of structured organic reaction records. Task: describe an organic reaction: reactants, conditions, products, and yield Reactants: CC1=NN(C(=C1)C)C(NS(=O)(=O)C1=C(C=CC=C1)[N+](=O)[O-])=N (N-[(3,5-dimethylpyrazol-1-yl)-iminomethyl]-2-nitrobenzene-sulfonamide), CS(=O)(=O)O (methanesulfonic acid), N1CCCC1 (pyrrolidine). Yields the product NC(=NS(=O)(=O)C1=C(C=CC=C1)[N+](=O)[O-])N1CCCC1 (N-(aminopyrrolidin-1-yl-methylene)-2-nitrobenzene-sulfonamide). RXN SMILES: [CH3:1][C:2]1[CH:6]=[C:5](C)[N:4]([C:8](=[NH:22])[NH:9][S:10]([C:13]2[CH:18]=[CH:17][CH:16]=[CH:15][C:14]=2[N+:19]([O-:21])=[O:20])(=[O:12])=[O:11])N=1.CS(O)(=O)=O.N1CCCC1>>[NH2:22][C:8]([N:4]1[CH2:1][CH2:2][CH2:6][CH2:5]1)=[N:9][S:10]([C:13]1[CH:18]=[CH:17][CH:16]=[CH:15][C:14]=1[N+:19]([O-:21])=[O:20])(=[O:11])=[O:12]. Procedure: The compound of Example 27 was prepared according to the accompanying synthesis procedure from 0.5 ml of N-[(3,5-dimethylpyrazol-1-yl)-iminomethyl]-2-nitrobenzene-sulfonamide solution (0.2 M, acetonitrile) with 19 mg of methanesulfonic acid and 0.5 ml of pyrrolidine solution (1.0 M, acetonitrile) and filed in a substance databank. Calculated mol. wt. 298.32; found mol. wt. (M+H) 299.3; 596.8 (Dimer) Starting materials: C[O-].[Na+] (sodium methoxide), C(C)(=O)O[C@@H]1[C@@H](O)O[C@@H]([C@H]([C@@H]1OCC1=CC=CC=C1)OCC1=CC=CC=C1)COCC1=CC=CC=C1 (2-O-acetyl-3,4,6-tri-O-benzyl-α-D-mannose). Run in CO (methanol), CO (methanol). The product is C(C)(=O)O[C@@H]1[C@@H](O)O[C@@H]([C@H]([C@@H]1OCC1=CC=CC=C1)OCC1=CC=CC=C1)COCC1=CC=CC=C1 (2-O-acetyl-3,4,6-tri-O-benzyl-α-D-mannose), C(C1=CC=CC=C1)O[C@@H]1[C@@H]([C@@H](O)O[C@@H]([C@H]1OCC1=CC=CC=C1)COCC1=CC=CC=C1)O (3,4,6-tri-O-benzyl-α-D-mannose). Yield: 127.1%. As a reaction SMILES: C[O-].[Na+].[C:4]([O:7][C@H:8]1[C@@H:14]([O:15][CH2:16][C:17]2[CH:22]=[CH:21][CH:20]=[CH:19][CH:18]=2)[C@H:13]([O:23][CH2:24][C:25]2[CH:30]=[CH:29][CH:28]=[CH:27][CH:26]=2)[C@@H:12]([CH2:31][O:32][CH2:33][C:34]2[CH:39]=[CH:38][CH:37]=[CH:36][CH:35]=2)[O:11][C@@H:9]1[OH:10])(=[O:6])[CH3:5]>CO>[C:4]([O:7][C@H:8]1[C@@H:14]([O:15][CH2:16][C:17]2[CH:18]=[CH:19][CH:20]=[CH:21][CH:22]=2)[C@H:13]([O:23][CH2:24][C:25]2[CH:26]=[CH:27][CH:28]=[CH:29][CH:30]=2)[C@@H:12]([CH2:31][O:32][CH2:33][C:34]2[CH:35]=[CH:36][CH:37]=[CH:38][CH:39]=2)[O:11][C@@H:9]1[OH:10])(=[O:6])[CH3:5].[CH2:16]([O:15][C@H:14]1[C@H:13]([O:23][CH2:24][C:25]2[CH:30]=[CH:29][CH:28]=[CH:27][CH:26]=2)[C@@H:12]([CH2:31][O:32][CH2:33][C:34]2[CH:35]=[CH:36][CH:37]=[CH:38][CH:39]=2)[O:11][C@H:9]([OH:10])[C@H:8]1[OH:7])[C:17]1[CH:22]=[CH:21][CH:20]=[CH:19][CH:18]=1 |f:0.1|. Procedure details: 2-O-acetyl-3,4,6-tri-O-benzyl-α-D-mannose was prepared as described in Mayer et al., Eur J. Org. Chem. 10:2563 (1999). 25% w/v sodium methoxide in methanol (0.5 mL) was added to a solution of 2-O-acetyl-3,4,6-tri-O-benzyl-α-D-mannose (8.0 g, 23.3 mmol) in anhydrous methanol (50 mL). After ˜2 hours the starting material was consumed as shown by thin layer chromatography (TLC). The reaction was quenched with Amberlite IR120 (H+) resin, filtered, and concentrated to a syrup to give 3,4,6-tri-O-benz...